From a dataset of the Open Reaction Database (ORD), a public repository of structured organic reaction records. describe an organic reaction: reactants, conditions, products, and yield Starting materials: BrC=1C(=NC=CC1)C(=O)O (3-bromo-pyridine-2-carboxylic acid), COC=1C(=C(C=CC1)B1OC(C(O1)(C)C)(C)C)C (2-(3-methoxy-2-methyl-phenyl)-4,4,5,5-tetramethyl-[1,3,2]dioxaborolane), BrC=1C(=NC=CC1)C(=O)O (3-bromo-pyridine-2-carboxylic acid), Intermediate 41, nitrile, Intermediate 41, Intermediate 41. The product is COC=1C=CC=2C[C@@H]3NCCC[C@@H]3C2C1C (cis-6-Methoxy-5-methyl-2,3,4,4a,9,9a-hexahydro-1H-indeno[2,1-b]pyridine). Reaction SMILES: Br[C:2]1[C:3]([C:8](O)=O)=[N:4][CH:5]=[CH:6][CH:7]=1.[CH3:11][O:12][C:13]1[C:14]([CH3:28])=[C:15](B2OC(C)(C)C(C)(C)O2)[CH:16]=[CH:17][CH:18]=1>>[CH3:11][O:12][C:13]1[CH:18]=[CH:17][C:16]2[CH2:8][C@H:3]3[C@@H:2]([C:15]=2[C:14]=1[CH3:28])[CH2:7][CH2:6][CH2:5][NH:4]3. Reported procedure: The title compound is prepared from 3-bromo-pyridine-2-carboxylic acid and 2-(3-methoxy-2-methyl-phenyl)-4,4,5,5-tetramethyl-[1,3,2]dioxaborolane (may be prepared as in WO 2001053268 described) following the synthetic sequence and protocols described for Intermediate 41; since 3-bromo-pyridine-2-carboxylic acid instead of 3-bromo-pyridine-2-carbonitrile is used for the Suzuki-Miyaura coupling (Step 1 of Intermediate 41), hydrolysis of the nitrile (Step 2 of Intermediate 41) is omitted. Starting materials: C(#N)[BH3-].[Na+] (sodium cyanoborohydride), C(C1=CC=CC=C1)(=O)NC([C@@H](C=O)SCC1=CC=C(C=C1)OC)CC1=CC=CC=C1 ((S)-β-(benzoylamino)-α-[[(4-methoxyphenyl)methyl]thio]-benzenebutanal), N[C@@H](C)C(=O)N1[C@H](C(=O)OC(C)(C)C)CCC1 (L-alanyl-L-proline, 1,1-dimethylethyl ester), C(C)O (ethanol). The solvent is O1CCCC1 (tetrahydrofuran). Conditions: time 2.5 hour. Product: C(C1=CC=CC=C1)(=O)N[C@H](C(CN[C@@H](C)C(=O)N1[C@H](C(=O)O)CCC1)S)CC1=CC=CC=C1 (1-[N-[(3S)-3-(Benzoylamino)-2-mercapto-4-phenylbutyl]-L-alanyl]-L-proline). As a reaction SMILES: [C:1]([NH:9][CH:10]([CH2:24][C:25]1[CH:30]=[CH:29][CH:28]=[CH:27][CH:26]=1)[C@H:11]([S:14]CC1C=CC(OC)=CC=1)[CH:12]=O)(=[O:8])[C:2]1[CH:7]=[CH:6][CH:5]=[CH:4][CH:3]=1.[NH2:31][C@H:32]([C:34]([N:36]1[CH2:47][CH2:46][CH2:45][C@H:37]1[C:38]([O:40]C(C)(C)C)=[O:39])=[O:35])[CH3:33].C(O)C.C([BH3-])#N.[Na+]>O1CCCC1>[C:1]([NH:9][C@@H:10]([CH2:24][C:25]1[CH:26]=[CH:27][CH:28]=[CH:29][CH:30]=1)[CH:11]([SH:14])[CH2:12][NH:31][C@H:32]([C:34]([N:36]1[CH2:47][CH2:46][CH2:45][C@H:37]1[C:38]([OH:40])=[O:39])=[O:35])[CH3:33])(=[O:8])[C:2]1[CH:3]=[CH:4][CH:5]=[CH:6][CH:7]=1 |f:3.4|. Procedure: A mixture of (S)-β-(benzoylamino)-α-[[(4-methoxyphenyl)methyl]thio]-benzenebutanal (isomer A) (0.45 g., 1.07 mmole), L-alanyl-L-proline, 1,1-dimethylethyl ester (0.78 g., 3.21 mmole), and crushed 3A° molecular sieves (2 g.) in tetrahydrofuran (5 ml.) and absolute ethanol (5 ml.) is stirred at room temperature under argon. After 2.5 hours, sodium cyanoborohydride (0.20 g., 3 eq.) is added and stirring continued for 15 hours. The reaction mixture is filtered to remove the sieves and the filtrate i... The reactants are [Cl-].N[N+](=C(N)N)N (diaminoguanidinium chloride), C(#N)[C-](C#N)C#N (tricyanomethanide). Product: [N-](C#N)C#N.N[N+](=C(N)N)N (Diaminoguanidinium Dicyanamide). Reaction SMILES: [Cl-].[NH2:2][N+:3]([NH2:7])=[C:4]([NH2:6])[NH2:5].[C:8]([C-](C#N)C#N)#[N:9]>>[N-:5]([C:8]#[N:9])[C:4]#[N:6].[NH2:2][N+:3]([NH2:7])=[C:4]([NH2:6])[NH2:5] |f:0.1,3.4|. Procedure details: 0.94 g (7.49 mmol) diaminoguanidinium chloride (C13H8N5Cl) used for anion exchange to tricyanomethanide (C5H8N8): yield 92%; mp. 90° C.; decomp. (onset) 189° C. Reactants: N1=C(C=CC=C1)C (2-picoline), C(CCC)[Li] (n-butyl lithium), ClC1=C(OCCCCCCSC=2SCC(N2)=O)C=CC(=C1)OC (2-{[6-(2-chloro-4-methoxyphenoxy)hexyl]thio}-4,5-dihydrothiazol-4-one). Run in O1CCCC1 (THF), O1CCCC1 (tetrahydrofuran). Reaction conditions: temperature -78 celsius, time 1 hour. Product: ClC1=C(OCCCCCCCC2=NC=CC=C2)C=CC(=C1)OC (2-[7-(2-chloro-4-methoxyphenoxy)heptyl]pyridine). Reaction SMILES: [N:1]1[CH:6]=[CH:5][CH:4]=[CH:3][C:2]=1[CH3:7].C([Li])CCC.[Cl:13][C:14]1[CH:33]=[C:32]([O:34][CH3:35])[CH:31]=[CH:30][C:15]=1[O:16][CH2:17][CH2:18][CH2:19][CH2:20][CH2:21][CH2:22]SC1SCC(=O)N=1>O1CCCC1>[Cl:13][C:14]1[CH:33]=[C:32]([O:34][CH3:35])[CH:31]=[CH:30][C:15]=1[O:16][CH2:17][CH2:18][CH2:19][CH2:20][CH2:21][CH2:22][CH2:7][C:2]1[CH:3]=[CH:4][CH:5]=[CH:6][N:1]=1. Procedure: Under a nitrogen atmosphere, add 152 mg. 2-picoline and 1.5 ml. tetrahydrofuran (THF) and cool to -28° C. Add 104 mg. n-butyl lithium and stir about 30 minutes at -78° C. Add 20 mg. of the iodide prepared in Examples 2 and 3 in 1 ml. THF. Stir 1 hour at -78° C., let warm to room temperature and stir about 15 hours. Work up with water and methylene chloride then wash with water and brine then dry over sodium sulfate. Elute on a coarse silica column with methylene chloride then 50% ethylacetate/me... Reactants: O=C1C[C@H](CO1)NC(OCC1=CC=CC=C1)=O (benzyl (3R)-5-oxotetrahydro-3-furanylcarbamate), N1CCOCC1 (morpholine). The solvent is O1CCOCC1 (dioxane). The product is OC[C@@H](CC(=O)N1CCOCC1)NC(OCC1=CC=CC=C1)=O (benzyl (1R)-1-(hydroxymethyl)-3-(4-morpholinyl)-3-oxopropylcarbamate). The yield is 32.4%. As a reaction SMILES: [O:1]=[C:2]1[O:6][CH2:5][C@H:4]([NH:7][C:8](=[O:17])[O:9][CH2:10][C:11]2[CH:16]=[CH:15][CH:14]=[CH:13][CH:12]=2)[CH2:3]1.[NH:18]1[CH2:23][CH2:22][O:21][CH2:20][CH2:19]1>O1CCOCC1>[OH:6][CH2:5][C@H:4]([NH:7][C:8](=[O:17])[O:9][CH2:10][C:11]1[CH:16]=[CH:15][CH:14]=[CH:13][CH:12]=1)[CH2:3][C:2]([N:18]1[CH2:23][CH2:22][O:21][CH2:20][CH2:19]1)=[O:1]. Procedure details: A solution of EXAMPLE 21B (13.5 g, 57.4 mmol) and morpholine (10.0 mL, 115 mmol) in dioxane (100 mL) was stirred at 70° C. for 18 hours. The solution was concentrated and purified by silica gel chromatography eluting with 10% methanol/ethyl acetate to provide the desired product 6.0 g, 86%). Starting materials: CC(C)(C)[O-].[K+] (KOtBu), C1CCOC1 (THF), C(C1=CC=CC=C1)OC=1C=C2C=CNC2=CC1 (5-Benzyloxyindole), C1CCOC1 (THF), FC=1C=C(CBr)C=CC1 (3-fluorobenzyl bromide). Reaction conditions: time 3 hour. Yields the product FC1=C(CN2C=CC3=CC(=CC=C23)OCC2=CC=CC=C2)C=CC=C1 (N-(2-fluorobenzyl)-5-benzyloxyindole). The yield is 44.0%. Reaction SMILES: [CH2:1]([O:8][C:9]1[CH:10]=[C:11]2[C:15](=[CH:16][CH:17]=1)[NH:14][CH:13]=[CH:12]2)[C:2]1[CH:7]=[CH:6][CH:5]=[CH:4][CH:3]=1.[CH3:18][C:19]([O-])([CH3:21])[CH3:20].[K+].[F:24]C1C=C(C=CC=1)CBr.[CH2:33]1[CH2:37]OC[CH2:34]1>>[F:24][C:18]1[CH:37]=[CH:33][CH:34]=[CH:21][C:19]=1[CH2:20][N:14]1[C:15]2[C:11](=[CH:10][C:9]([O:8][CH2:1][C:2]3[CH:3]=[CH:4][CH:5]=[CH:6][CH:7]=3)=[CH:17][CH:16]=2)[CH:12]=[CH:13]1 |f:1.2|. Procedure: 5-Benzyloxyindole (500 mg, 2.24 mmol) was dissolved in THF (20 mL) and treated with 1M KOtBu in THF (2.24 mL, 2.24 mmol). After stirring for 3 hours, 3-fluorobenzyl bromide (274 μL, 2.24 mmol) was added and the reaction mixture was stirred for an additional 24 hrs. Standard aqueous workup and purification by silica gel chromatography, eluting with 5:1 hexanes/ethyl acetate, provided N-(2-fluorobenzyl)-5-benzyloxyindole (325 mg, 44%). 1H NMR (200 MHz, CDCl3) δ 7.55–7.29 (mn, 5H), 7.28–7.05 (m, 3H... RXN SMILES: [CH3:1][O:2][C:3](=[O:4])[c:5]1[nH:6][cH:7][c:8]([CH:10]=[O:11])[cH:9]1.[CH3:24][C:25]([CH3:26])=[O:27].[K+:17].[Mn:12](=[O:13])([O-:14])(=[O:15])=[O:16].[Na+:22].[OH2:23].[S:18](=[O:19])([OH:20])[O-:21]>>[CH3:1][O:2][C:3](=[O:4])[c:5]1[nH:6][cH:7][c:8]([C:10](=[O:11])[OH:13])[cH:9]1. Yields the product COC(=O)c1cc(C(=O)O)c[nH]1. Starting materials: COC(=O)c1cc(C=O)c[nH]1, CC(C)=O, [K+], O=[Mn](=O)(=O)[O-], [Na+], O, O=S([O-])O.